From a dataset of the Open Reaction Database (ORD), a public repository of structured organic reaction records. describe an organic reaction: reactants, conditions, products, and yield Starting materials: [OH-].[Na+] (sodium hydroxide), OCC1CCC(CC1)(C(=O)OC)C (methyl 4-hydroxymethyl-1-methyl-1-cyclohexanecarboxylate), Cl (hydrochloric acid). Solvent: CO (methanol). Yields the product OCC1CCC(CC1)(C(=O)O)C (4-hydroxymethyl-1-methyl-1-cyclohexanecarboxylic acid). Isolated yield 60.1%. RXN SMILES: [OH-].[Na+].[OH:3][CH2:4][CH:5]1[CH2:10][CH2:9][C:8]([CH3:15])([C:11]([O:13]C)=[O:12])[CH2:7][CH2:6]1.Cl>CO>[OH:3][CH2:4][CH:5]1[CH2:10][CH2:9][C:8]([CH3:15])([C:11]([OH:13])=[O:12])[CH2:7][CH2:6]1 |f:0.1|. Procedure details: 50 ml of 3N aqueous sodium hydroxide solution was added to a solution of 4.5 g of methyl 4-hydroxymethyl-1-methyl-1-cyclohexanecarboxylate (Example 42) in 100 ml of methanol. The solution was reacted for 2 hours, while it was refluxed. After reaction, 2N hydrochloric acid was added to the reaction solution, acidifying the solution. The solution was extracted five times with 50 ml of ethyl acetate. The organic layer obtained was washed three times with an aqueous sodium chloride solution and drie... Reactants: ICl (Iodo monochloride), S(=O)([O-])[O-].[Na+].[Na+] (sodium sulfite), FC1=CC(=C(C(=O)OCC)C=C1)O (Ethyl 4-fluoro-2-hydroxybenzoate), O (water). The solvent is CCCCCCC (n-heptane), CCCCCCC (n-heptane). Reaction conditions: time 1 hour. Yields the product FC1=CC(=C(C(=O)OCC)C=C1I)O (Ethyl 4-fluoro-2-hydroxy-5-iodobenzoate). RXN SMILES: [F:1][C:2]1[CH:12]=[CH:11][C:5]([C:6]([O:8][CH2:9][CH3:10])=[O:7])=[C:4]([OH:13])[CH:3]=1.[I:14]Cl.O.S([O-])([O-])=O.[Na+].[Na+]>CCCCCCC>[F:1][C:2]1[C:12]([I:14])=[CH:11][C:5]([C:6]([O:8][CH2:9][CH3:10])=[O:7])=[C:4]([OH:13])[CH:3]=1 |f:3.4.5|. Procedure: Ethyl 4-fluoro-2-hydroxybenzoate (10.2 g, 55 mmol)) was dissolved in n-heptane. Iodo monochloride (12 g, 74 mmol) was added dropwise at ambient temperature with stirring. After 1 h, water was added and then solid sodium sulfite in small portions until the suspension was decolourized. More n-heptane was added to clear solution and the phases separated. The organic phase was dried and concentrated. The product crystallized on cooling. It was collected by filtration and washed with cold n-heptane. ... Reaction SMILES: [C:11](=[O:12])([O-:13])[O-:14].[CH:37]([Cl:38])([Cl:39])[Cl:40].[ClH:34].[Cu:36].[F:26][c:27]1[cH:28][cH:29][c:30]([OH:33])[cH:31][cH:32]1.[I:1][c:2]1[c:3]([C:4](=[O:5])[OH:6])[cH:7][cH:8][cH:9][cH:10]1.[K+:15].[K+:16].[O-:17][N+:18]([c:19]1[cH:20][cH:21][cH:22][cH:23][cH:24]1)=[O:25].[OH2:35]>>[c:2]1([O:33][c:30]2[cH:29][cH:28][c:27]([F:26])[cH:32][cH:31]2)[c:3]([C:4](=[O:5])[OH:6])[cH:7][cH:8][cH:9][cH:10]1. The reactants are O=C([O-])[O-], ClC(Cl)Cl, Cl, [Cu], Oc1ccc(F)cc1, O=C(O)c1ccccc1I, [K+], [K+], O=[N+]([O-])c1ccccc1, O. Yields the product O=C(O)c1ccccc1Oc1ccc(F)cc1. Reactants: N(=C=O)[C@H](C)C(C)C ((2R)-2-isocyanato-3-methylbutane), Cl.CN1CCN(CC1)C1=NC(=NC(=C1)C1=CC=C2CCNCC2=C1)N (4-(4-methylpiperazin-1-yl)-6-(1,2,3,4-tetrahydroisoquinolin-7-yl)pyrimidin-2-amine HCl salt). The product is NC1=NC(=CC(=N1)C1=CC=C2CCN(CC2=C1)C(=O)N[C@@H](C(C)C)C)N1CCN(CC1)C (7-[2-Amino-6-(4-methylpiperazin-1-yl)pyrimidin-4-yl]-N-[(1R)-1,2-dimethylpropyl]-3,4-dihydroisoquinoline-2(1H)-carboxamide). Reaction SMILES: [N:1]([C@@H:4]([CH:6]([CH3:8])[CH3:7])[CH3:5])=[C:2]=[O:3].Cl.[CH3:10][N:11]1[CH2:16][CH2:15][N:14]([C:17]2[CH:22]=[C:21]([C:23]3[CH:32]=[C:31]4[C:26]([CH2:27][CH2:28][NH:29][CH2:30]4)=[CH:25][CH:24]=3)[N:20]=[C:19]([NH2:33])[N:18]=2)[CH2:13][CH2:12]1>>[NH2:33][C:19]1[N:20]=[C:21]([C:23]2[CH:32]=[C:31]3[C:26]([CH2:27][CH2:28][N:29]([C:2]([NH:1][C@H:4]([CH3:5])[CH:6]([CH3:8])[CH3:7])=[O:3])[CH2:30]3)=[CH:25][CH:24]=2)[CH:22]=[C:17]([N:14]2[CH2:13][CH2:12][N:11]([CH3:10])[CH2:16][CH2:15]2)[N:18]=1 |f:1.2|. Procedure details: This compound was prepared by using procedures analogous to those described for the synthesis of Example 5 starting from (2R)-2-isocyanato-3-methylbutane (Alfa Aesar, Cat. #L20241) and 4-(4-methylpiperazin-1-yl)-6-(1,2,3,4-tetrahydroisoquinolin-7-yl)pyrimidin-2-amine HCl salt. Analytic LCMS (M+H)+: m/z=438.3.